Dataset: the Open Reaction Database (ORD), a public repository of structured organic reaction records. Task: describe an organic reaction: reactants, conditions, products, and yield Starting materials: OCc1ccc(Br)cc1, CCOC(CN1C(=O)C(CC(=O)O)(NC(=O)Nc2ccc(C)cc2)c2ccccc21)OCC, CCN=C=NCCCN(C)C, CS(C)=O, CN(C)c1ccncc1, Cl. Yields the product CCOC(CN1C(=O)C(CC(=O)OCc2ccc(Br)cc2)(NC(=O)Nc2ccc(C)cc2)c2ccccc21)OCC. Reaction SMILES: [Br:46][c:47]1[cH:48][cH:49][c:50]([CH2:51][OH:52])[cH:53][cH:54]1.[CH2:1]([CH3:2])[O:3][CH:4]([CH2:5][N:6]1[C:7](=[O:30])[C:8]([NH:15][C:16](=[O:17])[NH:18][c:19]2[cH:20][cH:21][c:22]([CH3:25])[cH:23][cH:24]2)([CH2:26][C:27](=[O:28])[OH:29])[c:9]2[cH:10][cH:11][cH:12][cH:13][c:14]21)[O:31][CH2:32][CH3:33].[CH2:35]([N:36]=[C:37]=[N:38][CH2:39][CH2:40][CH2:41][N:42]([CH3:43])[CH3:44])[CH3:45].[CH3:55][S:56](=[O:57])[CH3:58].[CH3:59][N:60]([CH3:61])[c:62]1[cH:63][cH:64][n:65][cH:66][cH:67]1.[ClH:34]>>[CH2:1]([CH3:2])[O:3][CH:4]([CH2:5][N:6]1[C:7](=[O:30])[C:8]([NH:15][C:16](=[O:17])[NH:18][c:19]2[cH:20][cH:21][c:22]([CH3:25])[cH:23][cH:24]2)([CH2:26][C:27]([O:28][CH2:51][c:50]2[cH:49][cH:48][c:47]([Br:46])[cH:54][cH:53]2)=[O:29])[c:9]2[cH:10][cH:11][cH:12][cH:13][c:14]21)[O:31][CH2:32][CH3:33]. The reactants are C[Mg+], CC(C)(C)c1cc(=O)cc(C(C)(C)C)[se]1, [Cl-], F[B-](F)(F)F, [H+], C1CCOC1. Yields the product Cc1cc(C(C)(C)C)[se][c+](C(C)(C)C)c1, F[B-](F)(F)F. Reaction SMILES: [CH3:2][Mg+:3].[CH3:4][C:5]([CH3:6])([CH3:7])[c:8]1[se:9][c:10]([C:15]([CH3:16])([CH3:17])[CH3:18])[cH:11][c:12](=[O:14])[cH:13]1.[Cl-:1].[F:20][B-:21]([F:22])([F:23])[F:24].[H+:19].[O:25]1[CH2:26][CH2:27][CH2:28][CH2:29]1>>[CH3:2][c:12]1[cH:11][c:10]([C:15]([CH3:16])([CH3:17])[CH3:18])[se:9][c+:8]([C:5]([CH3:4])([CH3:6])[CH3:7])[cH:13]1.[F:20][B-:21]([F:22])([F:23])[F:24]. The reactants are C1(CC1)NC(C1=CC(=C(C=C1)C)B1OC(C(O1)(C)C)(C)C)=O (N-cyclopropyl-4-methyl-3-(4,4,5,5-tetramethyl-1,3,2-dioxaborolan-2-yl)benzamide), BrC=1C=C2C(=CN(C(C2=CC1)=O)CC1CC1)C(=O)OC (6-Bromo-2-(cyclopropylmethyl)-1-oxo-1,2-dihydroisoquinoline-4-carboxylic acid, methyl ester), C([O-])([O-])=O.[K+].[K+] (potassium carbonate). The reagents and catalysts are C=1C=CC(=CC1)[P](C=2C=CC=CC2)(C=3C=CC=CC3)[Pd]([P](C=4C=CC=CC4)(C=5C=CC=CC5)C=6C=CC=CC6)([P](C=7C=CC=CC7)(C=8C=CC=CC8)C=9C=CC=CC9)[P](C=1C=CC=CC1)(C=1C=CC=CC1)C=1C=CC=CC1 (tetrakis(triphenylphosphine)palladium(0)). Run in CN(C)C=O (DMF), C(C)(=O)OCC (ethyl acetate). Run at temperature 80 celsius. Product: C1(CC1)NC(=O)C=1C=CC(=C(C1)C=1C=C2C(=CN(C(C2=CC1)=O)CC1CC1)C(=O)OC)C (6-(5-(Cyclopropylcarbamoyl)-2-methylphenyl)-2-(cyclopropylmethyl)-1-oxo-1,2-dihydroisoquinoline-4-carboxylic acid, methyl ester). RXN SMILES: [CH:1]1([NH:4][C:5](=[O:22])[C:6]2[CH:11]=[CH:10][C:9]([CH3:12])=[C:8](B3OC(C)(C)C(C)(C)O3)[CH:7]=2)[CH2:3][CH2:2]1.Br[C:24]1[CH:25]=[C:26]2[C:31](=[CH:32][CH:33]=1)[C:30](=[O:34])[N:29]([CH2:35][CH:36]1[CH2:38][CH2:37]1)[CH:28]=[C:27]2[C:39]([O:41][CH3:42])=[O:40].C(=O)([O-])[O-].[K+].[K+]>CN(C=O)C.C(OCC)(=O)C.C1C=CC([P]([Pd]([P](C2C=CC=CC=2)(C2C=CC=CC=2)C2C=CC=CC=2)([P](C2C=CC=CC=2)(C2C=CC=CC=2)C2C=CC=CC=2)[P](C2C=CC=CC=2)(C2C=CC=CC=2)C2C=CC=CC=2)(C2C=CC=CC=2)C2C=CC=CC=2)=CC=1>[CH:1]1([NH:4][C:5]([C:6]2[CH:11]=[CH:10][C:9]([CH3:12])=[C:8]([C:24]3[CH:25]=[C:26]4[C:31](=[CH:32][CH:33]=3)[C:30](=[O:34])[N:29]([CH2:35][CH:36]3[CH2:37][CH2:38]3)[CH:28]=[C:27]4[C:39]([O:41][CH3:42])=[O:40])[CH:7]=2)=[O:22])[CH2:2][CH2:3]1 |f:2.3.4,^1:63,65,84,103|. Reported procedure: A mixture of N-cyclopropyl-4-methyl-3-(4,4,5,5-tetramethyl-1,3,2-dioxaborolan-2-yl)benzamide (4.24 g) [prepared as described in US2005020590], the product of step iii) (4.3 g), tetrakis(triphenylphosphine)palladium(0) (1.5 g) and potassium carbonate (3.54 g) in DMF (50 mL) was heated to 80° C. for 17 hours. The reaction mixture was diluted with ethyl acetate and washed with water and brine. The organics were dried over magnesium sulphate and evaporated. The crude product was purified (SiO2, 50 t... Starting materials: C(C)(=O)O[C@]1(C(C)=O)CC[C@H]2[C@@H]3C=C(C4=CC([C@H]5[C@@H]([C@]4(C)[C@H]3CC[C@]12C)C5)=O)Cl (17α-acetoxy-6-chloro-1α,2α-methylene-4,6-pregnadiene-3,20-dione), C1=CC=C(C=C1)C2=CC=CC=C2.C1=CC=C(C=C1)OC2=CC=CC=C2 (Dowtherm). The product is ClC1=C[C@H]2[C@@H]3CC=C(C(C)=O)[C@]3(CC[C@@H]2[C@]2([C@@H]3[C@H](C(C=C12)=O)C3)C)C (6-chloro-1α,2α-methylene-4,6,16-pregnatriene-3,20-dione). Isolated yield 44.4%. RXN SMILES: C(O[C@:5]1([C@:25]2([CH3:26])[C@H:11]([C@H:12]3[C@H:22]([CH2:23][CH2:24]2)[C@:20]2([CH3:21])[C:15](=[CH:16][C:17](=[O:28])[C@@H:18]4[CH2:27][C@@H:19]42)[C:14]([Cl:29])=[CH:13]3)[CH2:10][CH2:9]1)[C:6](=[O:8])[CH3:7])(=O)C.C1C=CC(C2C=CC=CC=2)=CC=1.C1C=CC(OC2C=CC=CC=2)=CC=1>>[Cl:29][C:14]1[C:15]2[C@:20]([CH3:21])([C@H:19]3[CH2:27][C@H:18]3[C:17](=[O:28])[CH:16]=2)[C@@H:22]2[C@H:12]([C@H:11]3[C@:25]([CH3:26])([CH2:24][CH2:23]2)[C:5]([C:6](=[O:8])[CH3:7])=[CH:9][CH2:10]3)[CH:13]=1 |f:1.2|. Procedure details: One gram of 17α-acetoxy-6-chloro-1α,2α-methylene-4,6-pregnadiene-3,20-dione is heated analogously to Example 1 in "Dowtherm" for 90 minutes to 285° C., worked up, separated, and combined. Recrystallization from ethanol yields 380 mg of 6-chloro-1α,2α-methylene-4,6,16-pregnatriene-3,20-dione (89% of theory), m.p. 243°-246° C.